This data is from the Open Reaction Database (ORD), a public repository of structured organic reaction records. The task is: describe an organic reaction: reactants, conditions, products, and yield The reactants are Cl (hydrochloric acid), NC1=C2C(C(=CN(C2=C(C(=C1F)N1CC(CC1)(C)NC(=O)OC(C)(C)C)C)C1CC1)C(=O)O)=O (5-Amino-7-(3-tert-butoxycarbonylamino-3-methyl-1-pyrrolidinyl)-1-cyclopropyl-6-fluoro-1,4-dihydro-8-methyl-4-oxoquinoline-3-carboxylic acid), Cl (hydrochloric acid), [OH-].[K+] (potassium hydroxide). Run in O (water). Conditions: time 2 hour. Yields the product NC1=C2C(C(=CN(C2=C(C(=C1F)N1CC(CC1)(C)N)C)C1CC1)C(=O)O)=O (5-Amino-7-(3-amino-3-methyl-1-pyrrolidinyl)-1-cyclopropyl-6-fluoro-1,4-dihydro-8-methyl-4-oxoquinoline-3-carboxylic acid). The yield is 55.0%. RXN SMILES: [NH2:1][C:2]1[C:11]([F:12])=[C:10]([N:13]2[CH2:17][CH2:16][C:15]([NH:19]C(OC(C)(C)C)=O)([CH3:18])[CH2:14]2)[C:9]([CH3:27])=[C:8]2[C:3]=1[C:4](=[O:34])[C:5]([C:31]([OH:33])=[O:32])=[CH:6][N:7]2[CH:28]1[CH2:30][CH2:29]1.Cl.[OH-].[K+]>O>[NH2:1][C:2]1[C:11]([F:12])=[C:10]([N:13]2[CH2:17][CH2:16][C:15]([NH2:19])([CH3:18])[CH2:14]2)[C:9]([CH3:27])=[C:8]2[C:3]=1[C:4](=[O:34])[C:5]([C:31]([OH:33])=[O:32])=[CH:6][N:7]2[CH:28]1[CH2:29][CH2:30]1 |f:2.3|. Procedure: To 0.76 g of 5-Amino-7-(3-tert-butoxycarbonylamino-3-methyl-1-pyrrolidinyl)-1-cyclopropyl-6-fluoro-1,4-dihydro-8-methyl-4-oxoquinoline-3-carboxylic acid, 1.1 ml of hydrochloric acid was added and then stirred at room temperature for 2 hours. To the reaction mixture, a solution of 0.89 g of potassium hydroxide in 1.8 ml of water was added under ice cooling and resulting mixture was neutralized with 10% hydrochloric acid to pH 8. The deposited crystals were collected by filtration and washed with ... Starting materials: ClC(Cl)Cl, O=[N+]([O-])c1ccc2c(c1)CC(O)c1ccccc1S2, O, O=S(Cl)Cl, c1ccccc1, c1ccncc1. Yields the product O=[N+]([O-])c1ccc2c(c1)CC(Cl)c1ccccc1S2. As a reaction SMILES: [CH:26]([Cl:27])([Cl:28])[Cl:29].[N+:1](=[O:2])([O-:3])[c:4]1[cH:5][c:6]2[c:7]([cH:18][cH:19]1)[S:8][c:9]1[c:10]([cH:14][cH:15][cH:16][cH:17]1)[CH:11]([OH:13])[CH2:12]2.[OH2:40].[S:30]([Cl:31])([Cl:32])=[O:33].[cH:20]1[cH:21][cH:22][cH:23][cH:24][cH:25]1.[cH:34]1[cH:35][cH:36][n:37][cH:38][cH:39]1>>[N+:1](=[O:2])([O-:3])[c:4]1[cH:5][c:6]2[c:7]([cH:18][cH:19]1)[S:8][c:9]1[c:10]([cH:14][cH:15][cH:16][cH:17]1)[CH:11]([Cl:27])[CH2:12]2. Reactants: C(C)OC(CC(=O)NC1=C(C=C(C=C1)I)F)=O (N-(2-Fluoro-4-iodo-phenyl)-malonamic acid ethyl ester), ClCC1=NC=NC=C1 (4-chloromethyl-pyrimidine), [OH-].[K+] (potassium hydroxide). Run in IMS. Conditions: time 16 hour. The product is C(C)OC(C(C(=O)NC1=C(C=C(C=C1)I)F)CC1=NC=NC=C1)=O (N-(2-Fluoro-4-iodo-phenyl)-2-pyrimidin-4-ylmethyl-malonamic acid ethyl ester). Yield: 40.0%. As a reaction SMILES: [CH2:1]([O:3][C:4](=[O:17])[CH2:5][C:6]([NH:8][C:9]1[CH:14]=[CH:13][C:12]([I:15])=[CH:11][C:10]=1[F:16])=[O:7])[CH3:2].Cl[CH2:19][C:20]1[CH:25]=[CH:24][N:23]=[CH:22][N:21]=1.[OH-].[K+]>>[CH2:1]([O:3][C:4](=[O:17])[CH:5]([CH2:19][C:20]1[CH:25]=[CH:24][N:23]=[CH:22][N:21]=1)[C:6]([NH:8][C:9]1[CH:14]=[CH:13][C:12]([I:15])=[CH:11][C:10]=1[F:16])=[O:7])[CH3:2] |f:2.3|. Procedure details: N-(2-Fluoro-4-iodo-phenyl)-malonamic acid ethyl ester (20.5 g, 58.4 mmol), 4-chloromethyl-pyrimidine (5.0 g, 38.9 mmol) and potassium hydroxide (3.28 g, 58.4 mmol) were dissolved in IMS (200 mL). The reaction mixture was stirred at room temperature for 16 hours then concentrated in vacuo. The resultant residue was dissolved in ethyl acetate (30 mL), washed with water (20 mL) and the aqueous fraction extracted twice with ethyl acetate (2×10 mL). The combined organic fractions were washed with bri... Reactants: Fc1ccc(Br)nc1, Cc1ccccc1, O=C(Nc1cnc(-c2ccncc2F)c(Cl)n1)C1CC1, c1ccc(P(c2ccccc2)(c2ccccc2)[Pd](P(c2ccccc2)(c2ccccc2)c2ccccc2)(P(c2ccccc2)(c2ccccc2)c2ccccc2)P(c2ccccc2)(c2ccccc2)c2ccccc2)cc1. Product: O=C(Nc1cnc(-c2ccncc2F)c(-c2ccc(F)cn2)n1)C1CC1. RXN SMILES: [Br:1][c:2]1[n:3][cH:4][c:5]([F:8])[cH:6][cH:7]1.[CH3:106][c:107]1[cH:108][cH:109][cH:110][cH:111][cH:112]1.[Cl:9][c:10]1[c:11](-[c:22]2[c:23]([F:28])[cH:24][n:25][cH:26][cH:27]2)[n:12][cH:13][c:14]([NH:16][C:17](=[O:18])[CH:19]2[CH2:20][CH2:21]2)[n:15]1.[cH:29]1[cH:30][cH:31][c:32]([P:33]([Pd:34]([P:35]([c:36]2[cH:37][cH:38][cH:39][cH:40][cH:41]2)([c:42]2[cH:43][cH:44][cH:45][cH:46][cH:47]2)[c:48]2[cH:49][cH:50][cH:51][cH:52][cH:53]2)([P:54]([c:55]2[cH:56][cH:57][cH:58][cH:59][cH:60]2)([c:61]2[cH:62][cH:63][cH:64][cH:65][cH:66]2)[c:67]2[cH:68][cH:69][cH:70][cH:71][cH:72]2)[P:73]([c:74]2[cH:75][cH:76][cH:77][cH:78][cH:79]2)([c:80]2[cH:81][cH:82][cH:83][cH:84][cH:85]2)[c:86]2[cH:87][cH:88][cH:89][cH:90][cH:91]2)([c:92]2[cH:93][cH:94][cH:95][cH:96][cH:97]2)[c:98]2[cH:99][cH:100][cH:101][cH:102][cH:103]2)[cH:104][cH:105]1>>[c:2]1(-[c:10]2[c:11](-[c:22]3[c:23]([F:28])[cH:24][n:25][cH:26][cH:27]3)[n:12][cH:13][c:14]([NH:16][C:17](=[O:18])[CH:19]3[CH2:20][CH2:21]3)[n:15]2)[n:3][cH:4][c:5]([F:8])[cH:6][cH:7]1. Reactants: BrC=1C=C(C=CC1OC)CNC(CC(=O)NCC=1C(=C2C(=NC1CC)N(N=C2)CC)NC2CCOCC2)=O (N-{[3-bromo-4-(methyloxy)phenyl]methyl}-N′-{[1,6-diethyl-4-(tetrahydro-2H-pyran-4-ylamino)-1H-pyrazolo[3,4-b]pyridin-5-yl]methyl}propanediamide), C(=O)C=1C=C(C=CC1)B(O)O ((3-formylphenyl)boronic acid), C([O-])([O-])=O.[Na+].[Na+] (sodium carbonate), O1CCOCC1 (1,4-dioxane). Reagents/catalysts: [Pd].C1(=CC=CC=C1)P(C1=CC=CC=C1)C1=CC=CC=C1.C1(=CC=CC=C1)P(C1=CC=CC=C1)C1=CC=CC=C1.C1(=CC=CC=C1)P(C1=CC=CC=C1)C1=CC=CC=C1.C1(=CC=CC=C1)P(C1=CC=CC=C1)C1=CC=CC=C1 (tetrakis (triphenylphosphine) palladium (0)). Run in O (water), CCOC(=O)C (EtOAc), O (water). The product is C(C)N1N=CC=2C1=NC(=C(C2NC2CCOCC2)CNC(CC(=O)NCC=2C=C(C(=CC2)OC)C2=CC(=CC=C2)C=O)=O)CC (N-{[1,6-diethyl-4-(tetrahydro-2H-pyran-4-ylamino)-1H-pyrazolo[3,4-b]pyridin-5-yl]methyl}-N′-{[3′-formyl-6-(methyloxy)-3-biphenylyl]methyl}propanediamide). The yield is 63.0%. As a reaction SMILES: Br[C:2]1[CH:3]=[C:4]([CH2:10][NH:11][C:12](=[O:38])[CH2:13][C:14]([NH:16][CH2:17][C:18]2[C:19]([NH:31][CH:32]3[CH2:37][CH2:36][O:35][CH2:34][CH2:33]3)=[C:20]3[CH:28]=[N:27][N:26]([CH2:29][CH3:30])[C:21]3=[N:22][C:23]=2[CH2:24][CH3:25])=[O:15])[CH:5]=[CH:6][C:7]=1[O:8][CH3:9].[CH:39]([C:41]1[CH:42]=[C:43](B(O)O)[CH:44]=[CH:45][CH:46]=1)=[O:40].C(=O)([O-])[O-].[Na+].[Na+].O1CCOCC1>CCOC(C)=O.O.[Pd].C1(P(C2C=CC=CC=2)C2C=CC=CC=2)C=CC=CC=1.C1(P(C2C=CC=CC=2)C2C=CC=CC=2)C=CC=CC=1.C1(P(C2C=CC=CC=2)C2C=CC=CC=2)C=CC=CC=1.C1(P(C2C=CC=CC=2)C2C=CC=CC=2)C=CC=CC=1>[CH2:29]([N:26]1[C:21]2=[N:22][C:23]([CH2:24][CH3:25])=[C:18]([CH2:17][NH:16][C:14](=[O:15])[CH2:13][C:12]([NH:11][CH2:10][C:4]3[CH:3]=[C:2]([C:45]4[CH:44]=[CH:43][CH:42]=[C:41]([CH:39]=[O:40])[CH:46]=4)[C:7]([O:8][CH3:9])=[CH:6][CH:5]=3)=[O:38])[C:19]([NH:31][CH:32]3[CH2:37][CH2:36][O:35][CH2:34][CH2:33]3)=[C:20]2[CH:28]=[N:27]1)[CH3:30] |f:2.3.4,8.9.10.11.12|. Reported procedure: A mixture of N-{[3-bromo-4-(methyloxy)phenyl]methyl}-N′-{[1,6-diethyl-4-(tetrahydro-2H-pyran-4-ylamino)-1H-pyrazolo[3,4-b]pyridin-5-yl]methyl}propanediamide (0.800 g, 1.362 mmol), (3-formylphenyl)boronic acid (0.225 g, 1.5 mmol), tetrakis (triphenylphosphine) palladium (0) (0.058 g, 0.05 mmol), sodium carbonate (0.371 g, 3.5 mmol), and 1,4-dioxane (12 ml) and water (4 ml), with stirring under N2, was microwaved at 140° C. for 30 minutes. The reaction mixture was diluted with EtOAc and water and ... As a reaction SMILES: [CH3:17][CH2:18][OH:19].[NH2:1][c:2]1[c:3]([S:13](=[O:14])(=[O:15])[NH2:16])[cH:4][c:5]([S:9]([NH2:10])(=[O:11])=[O:12])[c:6]([Cl:8])[cH:7]1>>[NH2:1][c:2]1[c:3]([S:13](=[O:14])(=[O:15])[NH2:16])[cH:4][c:5]([S:9]([NH2:10])(=[O:11])=[O:12])[cH:6][cH:7]1. Starting materials: CCO, Nc1cc(Cl)c(S(N)(=O)=O)cc1S(N)(=O)=O. The product is Nc1ccc(S(N)(=O)=O)cc1S(N)(=O)=O. Starting materials: FC=1C=C2C=C(NC2=CC1)C (5-fluoro-2-methylindole), ClC1=NSC2=C1C=CC=C2 (3-chloro-1,2-benzisothiazole). The product is FC=1C=C2C(=C(NC2=CC1)C)C1=NSC2=C1C=CC=C2 (3-(5-fluoro-2-methyl-1H-indol-3-yl)-1.2 benzisothiazole). Reaction SMILES: [F:1][C:2]1[CH:3]=[C:4]2[C:8](=[CH:9][CH:10]=1)[NH:7][C:6]([CH3:11])=[CH:5]2.Cl[C:13]1[C:17]2[CH:18]=[CH:19][CH:20]=[CH:21][C:16]=2[S:15][N:14]=1>>[F:1][C:2]1[CH:3]=[C:4]2[C:8](=[CH:9][CH:10]=1)[NH:7][C:6]([CH3:11])=[C:5]2[C:13]1[C:17]2[CH:18]=[CH:19][CH:20]=[CH:21][C:16]=2[S:15][N:14]=1. Procedure: The title compound was prepared from 5-fluoro-2-methylindole and 3-chloro-1,2-benzisothiazole by the method of Example 31, step a). Reactants: C(C=C)N[C@H](C1=CC=CC=C1)C ((S)-N-Allyl-α-methylbenzylamine), C(CCC)[Li] (butyllithium), C1(=CC=CC=C1)CC=CC(=O)OC(C)(C)C (t-butyl 4-phenyl-2-butenoate). Product: C(C=C)N([C@H](CC(=O)OC(C)(C)C)CC1=CC=CC=C1)[C@H](C1=CC=CC=C1)C ((3S,αS)-t-Butyl 3-(N-allyl-α-methylbenzylamino)-4-phenylbutanoate). Yield: 82.3%. Reaction SMILES: [CH2:1]([NH:4][C@@H:5]([CH3:12])[C:6]1[CH:11]=[CH:10][CH:9]=[CH:8][CH:7]=1)[CH:2]=[CH2:3].C([Li])CCC.[C:18]1([CH2:24][CH:25]=[CH:26][C:27]([O:29][C:30]([CH3:33])([CH3:32])[CH3:31])=[O:28])[CH:23]=[CH:22][CH:21]=[CH:20][CH:19]=1>>[CH2:1]([N:4]([C@@H:5]([CH3:12])[C:6]1[CH:11]=[CH:10][CH:9]=[CH:8][CH:7]=1)[C@@H:25]([CH2:24][C:18]1[CH:23]=[CH:22][CH:21]=[CH:20][CH:19]=1)[CH2:26][C:27]([O:29][C:30]([CH3:33])([CH3:31])[CH3:32])=[O:28])[CH:2]=[CH2:3]. Procedure: The procedure of Example 1 was repeated using (S)-N-allyl-α-methylbenzylamine (2) (0.750 g, 4.7 mmol), 1.6M butyllithium (2.52 ml, 4.0 mmol) and t-butyl 4-phenyl-2-butenoate (17) (0.678 g, 3.1 mmol) as the Michael acceptor. Flash chromatography on silica gel [ethyl acetate/petroleum ether (1:49)] afforded the title compound (Rf 0.20) as a colourless oil (0.968 g, 82%). δH (300 MHz; CDCl3) 7.40-7.15 (5H, m, Ph), 5.96-5.82 (1H, m, NCH2CH=CH2), 5.19 (1H, dd, J=17.3 and 1.3, trans CH=CH2), 5.09 (1H,... Reactants: O=C(OCc1cccc(Cl)c1)c1cc(OCc2cccc(Cl)c2)ccc1Cl, [Li+], C1COCCO1, [OH-], O. Yields the product O=C(O)c1cc(OCc2cccc(Cl)c2)ccc1Cl. RXN SMILES: [Cl:1][c:2]1[c:3]([C:4](=[O:5])[O:6][CH2:7][c:8]2[cH:9][cH:10][cH:11][c:12]([Cl:13])[cH:14]2)[cH:15][c:16]([O:19][CH2:20][c:21]2[cH:22][c:23]([Cl:27])[cH:24][cH:25][cH:26]2)[cH:17][cH:18]1.[Li+:28].[O:30]1[CH2:31][CH2:32][O:33][CH2:34][CH2:35]1.[OH-:29].[OH2:36]>>[Cl:1][c:2]1[c:3]([C:4](=[O:5])[OH:6])[cH:15][c:16]([O:19][CH2:20][c:21]2[cH:22][c:23]([Cl:27])[cH:24][cH:25][cH:26]2)[cH:17][cH:18]1.